This data is from the Open Reaction Database (ORD), a public repository of structured organic reaction records. The task is: describe an organic reaction: reactants, conditions, products, and yield Reaction conditions: temperature 25 celsius, time 24 hour. The product is CC(C)C(=O)NCCNCC(CO)O (3-[(2-Isopropylcarbonylamino)ethylamino]1,2-propanediol). Procedure details: To 39 g (0.3 mol) of 2-(isopropylcarbonylamino)ethylamine in 150 ml of isopropyl alcohol was added 22.2 g (0.3 mol) of glycidol. The reaction mixture was stirred at 25° C. for 24 hours and evaporated in vacuo. The residual oil was chromatographed (silica gel/ethanol) to give18.6 g (30%) of product. This compound was identified by NMR and IR spectroscopy. The reactants are C(C)(C)C(=O)NCCN (2-(isopropylcarbonylamino)ethylamine), C1C(O1)CO (glycidol). The solvent is C(C)(C)O (isopropyl alcohol). Reaction SMILES: [CH:1]([C:4]([NH:6][CH2:7][CH2:8][NH2:9])=[O:5])([CH3:3])[CH3:2].[CH2:10]1[O:12][CH:11]1[CH2:13][OH:14]>C(O)(C)C>[CH3:2][CH:1]([C:4]([NH:6][CH2:7][CH2:8][NH:9][CH2:10][CH:11]([OH:12])[CH2:13][OH:14])=[O:5])[CH3:3]. Reactants: ClC1=CC=CC=2CCNCCC21 (6-chloro-2,3,4,5-tetrahydro-1H-3-benzazepine), C(C=C)Br (allyl bromide), C([O-])([O-])=O.[K+].[K+] (potassium carbonate). Run in C(C)O (ethanol). Yields the product Cl.C(C=C)N1CCC2=C(CC1)C=CC=C2Cl (3-allyl-6-chloro-2,3,4,5-tetrahydro-1H-3-benzazepine hydrochloride). As a reaction SMILES: [Cl:1][C:2]1[C:12]2[CH2:11][CH2:10][NH:9][CH2:8][CH2:7][C:6]=2[CH:5]=[CH:4][CH:3]=1.[CH2:13](Br)[CH:14]=[CH2:15].C(=O)([O-])[O-].[K+].[K+]>C(O)C>[ClH:1].[CH2:15]([N:9]1[CH2:8][CH2:7][C:6]2[CH:5]=[CH:4][CH:3]=[C:2]([Cl:1])[C:12]=2[CH2:11][CH2:10]1)[CH:14]=[CH2:13] |f:2.3.4,6.7|. Procedure: A mixture of 0.52 g. of 6-chloro-2,3,4,5-tetrahydro-1H-3-benzazepine, 0.34 g. of allyl bromide, 0.6 g. of potassium carbonate and 20 ml. of 90% ethanol was stirred at room temperature for 17 hours. The mixture was filtered and the filtrate concentrated in vacuo. The residue was extracted with 35 ml. of ether and the ethereal extract treated with isopropanolic hydrogen chloride to precipitate 3-allyl-6-chloro-2,3,4,5-tetra-hydro-1H-3-benzazepine hydrochloride. Recrystallization of this salt from ... The reactants are ClCC1=CC=C(C=C1)C1=CC=C(C=C1)CCl (4,4′-bis(chloromethyl)-1,1′-biphenyl), C1(=CC=CC=C1)C (toluene). Reagents/catalysts: [Ti](Cl)(Cl)(Cl)Cl (titanium tetrachloride). The solvent is C(C)O (ethanol). Conditions: time 5 minute. Product: CC1=CC=C(CC2=CC=C(C=C2)C2=CC=C(C=C2)CC2=CC=C(C=C2)C)C=C1 (4,4′-bis(4-methylbenzyl)-1,1′-biphenyl). As a reaction SMILES: Cl[CH2:2][C:3]1[CH:8]=[CH:7][C:6]([C:9]2[CH:14]=[CH:13][C:12]([CH2:15]Cl)=[CH:11][CH:10]=2)=[CH:5][CH:4]=1.[C:17]1([CH3:23])[CH:22]=[CH:21][CH:20]=[CH:19][CH:18]=1>[Ti](Cl)(Cl)(Cl)Cl.C(O)C>[CH3:23][C:17]1[CH:22]=[CH:21][C:20]([CH2:2][C:3]2[CH:8]=[CH:7][C:6]([C:9]3[CH:14]=[CH:13][C:12]([CH2:15][C:6]4[CH:7]=[CH:8][C:3]([CH3:2])=[CH:4][CH:5]=4)=[CH:11][CH:10]=3)=[CH:5][CH:4]=2)=[CH:19][CH:18]=1. Reported procedure: A 500 mL flask was charged with 4,4′-bis(chloromethyl)-1,1′-biphenyl (25.1 g) and toluene (300 mL). To the clear solution stirring at room temperature was added titanium tetrachloride (1 mL) and the mixture instantly became dark brown. After 5 minutes, a second 1 mL aliquot of catalyst was added. After stirring overnight at room temperature, ethanol (10 mL) was added to kill the catalyst, and the mixture became a light, cream colored suspension. The organic layer was concentrated to dryness unde... Yields the product CCOC(=O)c1ccccc1-c1ccccc1-c1ccc(Cl)cc1OCc1ccccc1. Reactants: CCOC(=O)c1ccccc1-c1ccccc1Br, O=C([O-])[O-], OB(O)c1ccc(Cl)cc1OCc1ccccc1, [K+], [K+], c1ccc(P(c2ccccc2)(c2ccccc2)[Pd](P(c2ccccc2)(c2ccccc2)c2ccccc2)(P(c2ccccc2)(c2ccccc2)c2ccccc2)P(c2ccccc2)(c2ccccc2)c2ccccc2)cc1. As a reaction SMILES: [Br:1][c:2]1[c:3](-[c:8]2[c:9]([C:14](=[O:15])[O:16][CH2:17][CH3:18])[cH:10][cH:11][cH:12][cH:13]2)[cH:4][cH:5][cH:6][cH:7]1.[C:37](=[O:38])([O-:39])[O-:40].[Cl:19][c:20]1[cH:21][c:22]([O:29][CH2:30][c:31]2[cH:32][cH:33][cH:34][cH:35][cH:36]2)[c:23]([B:26]([OH:27])[OH:28])[cH:24][cH:25]1.[K+:41].[K+:42].[cH:43]1[cH:44][cH:45][c:46]([P:47]([Pd:48]([P:49]([c:50]2[cH:51][cH:52][cH:53][cH:54][cH:55]2)([c:56]2[cH:57][cH:58][cH:59][cH:60][cH:61]2)[c:62]2[cH:63][cH:64][cH:65][cH:66][cH:67]2)([P:68]([c:69]2[cH:70][cH:71][cH:72][cH:73][cH:74]2)([c:75]2[cH:76][cH:77][cH:78][cH:79][cH:80]2)[c:81]2[cH:82][cH:83][cH:84][cH:85][cH:86]2)[P:87]([c:88]2[cH:89][cH:90][cH:91][cH:92][cH:93]2)([c:94]2[cH:95][cH:96][cH:97][cH:98][cH:99]2)[c:100]2[cH:101][cH:102][cH:103][cH:104][cH:105]2)([c:106]2[cH:107][cH:108][cH:109][cH:110][cH:111]2)[c:112]2[cH:113][cH:114][cH:115][cH:116][cH:117]2)[cH:118][cH:119]1>>[c:2]1(-[c:23]2[c:22]([O:29][CH2:30][c:31]3[cH:32][cH:33][cH:34][cH:35][cH:36]3)[cH:21][c:20]([Cl:19])[cH:25][cH:24]2)[c:3](-[c:8]2[c:9]([C:14](=[O:15])[O:16][CH2:17][CH3:18])[cH:10][cH:11][cH:12][cH:13]2)[cH:4][cH:5][cH:6][cH:7]1. Reactants: COC=1C=CC(=C(C1)NCC1=CC=C(C=C1)OCCN1CCCCC1)CCC1=CC=C(C=C1)OC ({5-methoxy-2-[2-(4-methoxyphenyl)ethyl]phenyl}[4-(2-piperidin-1-ylethoxy)benzyl]amine), COC=1C=CC(=C(C1)N(CC1=CC=C(C=C1)OCCN1CCCCC1)C)CCC1=CC=C(C=C1)OC ({5-methoxy-2-[2-(4-methoxyphenyl)ethyl]phenyl}methyl[4-(2-piperidin-1-ylethoxy)benzyl]amine). Product: OC1=CC=C(C=C1)CCC1=C(C=C(C=C1)O)N(CC1=CC=C(C=C1)OCCN1CCCCC1)C (4-[2-(4-Hydroxyphenyl)ethyl]-3-{methyl-[4-(2-piperidin-1-ylethoxy) benzyl]amino}phenol). The yield is 88.2%. As a reaction SMILES: COC1C=CC(CCC2C=CC(OC)=CC=2)=C(NCC2C=CC(OCCN3CCCCC3)=CC=2)C=1.C[O:37][C:38]1[CH:39]=[CH:40][C:41]([CH2:62][CH2:63][C:64]2[CH:69]=[CH:68][C:67]([O:70]C)=[CH:66][CH:65]=2)=[C:42]([N:44]([CH3:61])[CH2:45][C:46]2[CH:51]=[CH:50][C:49]([O:52][CH2:53][CH2:54][N:55]3[CH2:60][CH2:59][CH2:58][CH2:57][CH2:56]3)=[CH:48][CH:47]=2)[CH:43]=1>>[OH:70][C:67]1[CH:68]=[CH:69][C:64]([CH2:63][CH2:62][C:41]2[CH:40]=[CH:39][C:38]([OH:37])=[CH:43][C:42]=2[N:44]([CH3:61])[CH2:45][C:46]2[CH:51]=[CH:50][C:49]([O:52][CH2:53][CH2:54][N:55]3[CH2:56][CH2:57][CH2:58][CH2:59][CH2:60]3)=[CH:48][CH:47]=2)=[CH:65][CH:66]=1. Procedure: Synthesized from {5-methoxy-2-[2-(4-methoxyphenyl)ethyl]phenyl}[4-(2-piperidin-1-ylethoxy)benzyl]amine (780 mg) according to an analogous synthetic method to Preparation Example 18, {5-methoxy-2-[2-(4-methoxyphenyl)ethyl]phenyl}methyl[4-(2-piperidin-1-ylethoxy)benzyl]amine (380 mg) was used according to an analogous synthetic method to Example 111 to provide the title compound (316 mg). The reactants are Cl (hydrochloric acid), [BH4-].[Na+] (sodium borohydride), C1(CCCCC1)C1=CC=C(C=C1)C(C)=O (para-cyclohexyl-acetophenone). Run in O (water), CO (methanol). Reaction conditions: time 1 hour. The product is CC(O)C1=CC=C(C=C1)C1CCCCC1 (methyl-(para-cyclohexylphenyl)-carbinol), crystals. Reaction SMILES: [BH4-].[Na+].[CH:3]1([C:9]2[CH:14]=[CH:13][C:12]([C:15](=[O:17])[CH3:16])=[CH:11][CH:10]=2)[CH2:8][CH2:7][CH2:6][CH2:5][CH2:4]1.Cl>O.CO>[CH3:16][CH:15]([C:12]1[CH:11]=[CH:10][C:9]([CH:3]2[CH2:8][CH2:7][CH2:6][CH2:5][CH2:4]2)=[CH:14][CH:13]=1)[OH:17] |f:0.1|. Procedure: While cooling well, a solution of 2.5 g of sodium borohydride in 10 ml of water is added dropwise to a solution of 20.2 g of para-cyclohexyl-acetophenone in 250 ml of methanol. The mixture is stirred at room temperature for 1 hour and the pH then adjusted to 2 with semi-concentrated hydrochloric acid. The batch is evaporated completely and the residue extracted several times with ether. The solution is dried and the ether evaporated to obtain methyl-(para-cyclohexylphenyl)-carbinol in the form o... The reactants are O (water), FC1=NC(=CC=2CCC(CC12)C1=NC=C(C=N1)O)OCCCCCCCC (1-fluoro-7-(5-hydroxypyrimidin-2-yl)-3-octyloxy-5,6,7,8-tetrahydroisoquinoline), C(CCCCCCC)Br (1-octyl bromide), [H-].[Na+] (sodium hydride). The solvent is CN(C)C=O (DMF). Conditions: time 30 minute. The product is C(CCCCCCC)OC=1C=NC(=NC1)C1CCC=2C=C(N=C(C2C1)F)OCCCCCCCC (7-[5-(octyloxy)pyrimidin-2-yl]-1-fluoro-3-octyloxy-5,6,7,8-tetrahydroisoquinoline). The yield is 90.0%. As a reaction SMILES: [F:1][C:2]1[C:11]2[CH2:10][CH:9]([C:12]3[N:17]=[CH:16][C:15]([OH:18])=[CH:14][N:13]=3)[CH2:8][CH2:7][C:6]=2[CH:5]=[C:4]([O:19][CH2:20][CH2:21][CH2:22][CH2:23][CH2:24][CH2:25][CH2:26][CH3:27])[N:3]=1.[H-].[Na+].[CH2:30](Br)[CH2:31][CH2:32][CH2:33][CH2:34][CH2:35][CH2:36][CH3:37].O>CN(C=O)C>[CH2:30]([O:18][C:15]1[CH:14]=[N:13][C:12]([CH:9]2[CH2:10][C:11]3[C:2]([F:1])=[N:3][C:4]([O:19][CH2:20][CH2:21][CH2:22][CH2:23][CH2:24][CH2:25][CH2:26][CH3:27])=[CH:5][C:6]=3[CH2:7][CH2:8]2)=[N:17][CH:16]=1)[CH2:31][CH2:32][CH2:33][CH2:34][CH2:35][CH2:36][CH3:37] |f:1.2|. Reported procedure: 10 mmol of 1-fluoro-7-(5-hydroxypyrimidin-2-yl)-3-octyloxy-5,6,7,8-tetrahydroisoquinoline are dissolved in 50 ml of DMF, and 11 mmol of sodium hydride are added. After the mixture has been stirred for 30 minutes, 11 mmol of 1-octyl bromide are added dropwise, and the mixture is stirred at 60° C. for a further 140 minutes and poured into water. The mixture is extracted with dichloromethane, the combined organic phases are dried, the solvent is removed in vacuo, and the residue is chromatographed ... The reactants are O1C(=NC2=C1C=CC=C2)C=2C=CC(=C(N)C2)NC2CCOCC2 (5-(benzoxazol-2-yl)-2-(tetrahydropyran-4-yl)aminoaniline), ClC1=C(C=O)C=CC=C1 (o-chlorobenzaldehyde), OOS(=O)[O-].[K+] (oxone), C([O-])([O-])=O.[K+].[K+] (potassium carbonate). Run in CN(C=O)C (dimethylformamide). Run at time 2 hour. Yields the product O1C(=NC2=C1C=CC=C2)C2=CC1=C(N(C(=N1)C1=C(C=CC=C1)Cl)C1CCOCC1)C=C2 (5-(benzoxazol-2-yl)-2-(2-chlorophenyl)-1-(tetrahydropyran-4-yl)benzimidazole). The yield is 95.9%. As a reaction SMILES: [O:1]1[C:5]2[CH:6]=[CH:7][CH:8]=[CH:9][C:4]=2[N:3]=[C:2]1[C:10]1[CH:11]=[CH:12][C:13]([NH:17][CH:18]2[CH2:23][CH2:22][O:21][CH2:20][CH2:19]2)=[C:14]([CH:16]=1)[NH2:15].[Cl:24][C:25]1[CH:32]=[CH:31][CH:30]=[CH:29][C:26]=1[CH:27]=O.OOS([O-])=O.[K+].C(=O)([O-])[O-].[K+].[K+]>CN(C)C=O>[O:1]1[C:5]2[CH:6]=[CH:7][CH:8]=[CH:9][C:4]=2[N:3]=[C:2]1[C:10]1[CH:11]=[CH:12][C:13]2[N:17]([CH:18]3[CH2:23][CH2:22][O:21][CH2:20][CH2:19]3)[C:27]([C:26]3[CH:29]=[CH:30][CH:31]=[CH:32][C:25]=3[Cl:24])=[N:15][C:14]=2[CH:16]=1 |f:2.3,4.5.6|. Procedure: To a solution of 5-(benzoxazol-2-yl)-2-(tetrahydropyran-4-yl)aminoaniline (see Working Example 20-2) (150 mg, 0.485 mmol) in dimethylformamide (3 mL) was added o-chlorobenzaldehyde (81.8 mg, 0.582 mmol) and oxone (179 mg, 0.291 mmol), and this was stirred at room temperature for 2 hours. After the reaction was complete, aqueous potassium carbonate solution was added, and after this was filtered and washed with water, drying yielded the title compound (200 mg, 96% yield) as colorless crystals. The reactants are Cl.ClC=1C2=C(N=CN1)NC1=CC=CC=C12 (4-Chloroindolo[2,3-d]pyrimidine hydrochloride), BrC=1C=C(N)C=CC1 (3-bromoaniline). Solvent: C(C)O (ethanol). Product: Cl.BrC=1C=C(NC=2C3=C(N=CN2)NC2=CC=CC=C23)C=CC1 (4-(3-bromoanilino)indolo[2,3-d]pyrimidine hydrochloride). Isolated yield 66.0%. Reaction SMILES: Cl.[Cl:2][C:3]1[C:4]2[C:15]3[C:10](=[CH:11][CH:12]=[CH:13][CH:14]=3)[NH:9][C:5]=2[N:6]=[CH:7][N:8]=1.[Br:16][C:17]1[CH:18]=[C:19]([CH:21]=[CH:22][CH:23]=1)[NH2:20]>C(O)C>[ClH:2].[Br:16][C:17]1[CH:18]=[C:19]([CH:21]=[CH:22][CH:23]=1)[NH:20][C:3]1[C:4]2[C:15]3[C:10](=[CH:11][CH:12]=[CH:13][CH:14]=3)[NH:9][C:5]=2[N:6]=[CH:7][N:8]=1 |f:0.1,4.5|. Procedure: 4-Chloroindolo[2,3-d]pyrimidine hydrochloride (240 mg, 1 mmol) and 3-bromoaniline (0.33 mL, 3 mmol) in ethanol (3 mL) are heated under reflux for 2 h. The solids are collected by suction filtration, washed with ethanol and dried to give 4-(3-bromoanilino)indolo[2,3-d]pyrimidine hydrochloride (248 mg, 73%). 1H NMR (DMSO) δ1H, s) , 9.02 (1H, s),8.51 (1H, s), 8.42 (1H, d, J=7.7 Hz), 8.08 (1H, t, J=1.9 Hz), 7.82 (1H, d, J 8.0 Hz), 7.53 (1H, d, J=7.9 Hz), 7.46 (1H, dt, Jd=1.0 Hz, Jt=7.6 Hz), 7.36-7.2... The product is N1N=CC2=CC=C(C=C12)NC1=NC=C(C(=N1)N1CC(CCC1)C(=O)N)F (1-(2-(1H-indazol-6-ylamino)-5-fluoropyrimidin-4-yl)piperidine-3-carboxamide). Reactants: C(CCC)O (nBuOH), ClC1=NC=C(C(=N1)Cl)F (2,4-dichloro-5-fluoropyrimidine), N1CC(C(=O)N)CCC1 (nipecotamide), NC1=CC=C2C=NNC2=C1 (6-aminoindazole). As a reaction SMILES: Cl[C:2]1[N:7]=[C:6](Cl)[C:5]([F:9])=[CH:4][N:3]=1.[NH:10]1[CH2:18][CH2:17][CH2:16][CH:12]([C:13]([NH2:15])=[O:14])[CH2:11]1.[NH2:19][C:20]1[CH:28]=[C:27]2[C:23]([CH:24]=[N:25][NH:26]2)=[CH:22][CH:21]=1.C(O)CCC>CC#N>[NH:26]1[C:27]2[C:23](=[CH:22][CH:21]=[C:20]([NH:19][C:2]3[N:7]=[C:6]([N:10]4[CH2:18][CH2:17][CH2:16][CH:12]([C:13]([NH2:15])=[O:14])[CH2:11]4)[C:5]([F:9])=[CH:4][N:3]=3)[CH:28]=2)[CH:24]=[N:25]1. Isolated yield 23.6%. Reported procedure: A mixture of 2,4-dichloro-5-fluoropyrimidine (167 mg, 1.00 mmol), nipecotamide (128 mg, 1.00 mmol) and DEA (0.350 mL, 2.01 mmol) in CH3CN (4 mL) was stirred at room temperature for 20 h. It was concentrated in vacuo. The residue was dissolved in nBuOH (4 mL). 2 mL of the nBuOH solution was taken, to which 6-aminoindazole (100 mg, 0.75 mmol) was added. The solution was stirred at 116° C. for 6 h. nBuOH was removed in vacuo. The residue was purified by HPLC to give the titled compound (63 mg). MS ... Run in CC#N (CH3CN). Conditions: time 20 hour.